This data is from the Open Reaction Database (ORD), a public repository of structured organic reaction records. The task is: describe an organic reaction: reactants, conditions, products, and yield Reactants: COc1ccc(COc2cc(C(=O)c3cccnc3)cc(-c3cccc4c3ccn4[Si](C(C)C)(C(C)C)C(C)C)c2)cc1, CCO, Cl, NO. The product is COc1ccc(COc2cc(C(=NO)c3cccnc3)cc(-c3cccc4c3ccn4[Si](C(C)C)(C(C)C)C(C)C)c2)cc1. Reaction SMILES: [CH3:1][O:2][c:3]1[cH:4][cH:5][c:6]([CH2:7][O:8][c:9]2[cH:10][c:11]([C:34](=[O:35])[c:36]3[cH:37][n:38][cH:39][cH:40][cH:41]3)[cH:12][c:13](-[c:15]3[c:16]4[cH:17][cH:18][n:19]([Si:24]([CH:25]([CH3:26])[CH3:27])([CH:28]([CH3:29])[CH3:30])[CH:31]([CH3:32])[CH3:33])[c:20]4[cH:21][cH:22][cH:23]3)[cH:14]2)[cH:42][cH:43]1.[CH3:47][CH2:48][OH:49].[ClH:44].[OH:45][NH2:46]>>[CH3:1][O:2][c:3]1[cH:4][cH:5][c:6]([CH2:7][O:8][c:9]2[cH:10][c:11]([C:34]([c:36]3[cH:37][n:38][cH:39][cH:40][cH:41]3)=[N:46][OH:45])[cH:12][c:13](-[c:15]3[c:16]4[cH:17][cH:18][n:19]([Si:24]([CH:25]([CH3:26])[CH3:27])([CH:28]([CH3:29])[CH3:30])[CH:31]([CH3:32])[CH3:33])[c:20]4[cH:21][cH:22][cH:23]3)[cH:14]2)[cH:42][cH:43]1. The product is [Br-], C[Si]1(C)CC[Si](C)(C)N1CCC[Mg+]. Reactants: C[Si]1(C)CC[Si](C)(C)N1CCCBr, C1CCOC1, [Mg]. Reaction SMILES: [Br:2][CH2:3][CH2:4][CH2:5][N:6]1[Si:7]([CH3:13])([CH3:14])[CH2:8][CH2:9][Si:10]1([CH3:11])[CH3:12].[CH2:15]1[O:16][CH2:17][CH2:18][CH2:19]1.[Mg:1]>>[Br-:2].[Mg+:1][CH2:3][CH2:4][CH2:5][N:6]1[Si:7]([CH3:13])([CH3:14])[CH2:8][CH2:9][Si:10]1([CH3:11])[CH3:12]. Starting materials: C(C)(C)OC(OC1C(OC(C1O)CO)N1C(SC2=C1N=C(N=C2)N=CN(C)C)=O)=O (Carbonic acid 2-[5-(dimethylamino-methyleneamino)-2-oxo-thiazolo[4,5-d]pyrimidin-3-yl]-4-hydroxy-5-hydroxymethyl-tetrahydro-furan-3-yl ester isopropyl ester), CC(=O)O (HOAc). Solvent: CO (MeOH). Conditions: temperature 35 celsius. Product: C(C)(C)OC(OC1C(OC(C1O)CO)N1C(SC2=C1N=C(N=C2)N)=O)=O (Carbonic acid 2-(5-amino-2-oxo-thiazolo[4,5-d]pyrimidin-3-yl)-4-hydroxy-5-hydroxymethyl-tetrahydro-furan-3-yl ester isopropyl ester). The yield is 68.4%. Reaction SMILES: [CH:1]([O:4][C:5](=[O:30])[O:6][CH:7]1[CH:11]([OH:12])[CH:10]([CH2:13][OH:14])[O:9][CH:8]1[N:15]1[C:19]2[N:20]=[C:21]([N:24]=CN(C)C)[N:22]=[CH:23][C:18]=2[S:17][C:16]1=[O:29])([CH3:3])[CH3:2].CC(O)=O>CO>[CH:1]([O:4][C:5](=[O:30])[O:6][CH:7]1[CH:11]([OH:12])[CH:10]([CH2:13][OH:14])[O:9][CH:8]1[N:15]1[C:19]2[N:20]=[C:21]([NH2:24])[N:22]=[CH:23][C:18]=2[S:17][C:16]1=[O:29])([CH3:3])[CH3:2]. Procedure: Carbonic acid 2-[5-(dimethylamino-methyleneamino)-2-oxo-thiazolo [4,5-d]pyrimidin-3-yl]-4-hydroxy-5-hydroxymethyl-tetrahydro-furan-3-yl ester isopropyl ester (15) (460 mg, 1.04 mmol) was dissolved in MeOH (5.0 mL) and HOAc (1.0 mL) was added. The reaction was warmed to 35° C. for 48 h, concentrated to a solid residue in vacuo, then subjected to flash chromatography (40-100% EtOAc-hexanes). The solids were triturated with a minimum of Et2O to yield 275 mg (69%) of 16 as a white powder: 1H NMR (40... The reactants are [H-].[H-].[H-].[H-].[Li+].[Al+3] (LiAlH4), N(=[N+]=[N-])CC1=CC=C2C=NN(C2=C1)C1OCCCC1 (6-(azidomethyl)-1-(2-tetrahydropyranyl)indazole), C(C)(=O)OCC (Ethyl acetate), [OH-].[Na+] (NaOH). Run in C1CCOC1 (THF), C1CCOC1 (THF). Conditions: temperature 0 celsius, time 10 minute. The product is NCC1=CC=C2C=NN(C2=C1)C1OCCCC1 (6-(Aminomethyl)-1-(2-tetrahydropyranyl)indazole). As a reaction SMILES: [H-].[H-].[H-].[H-].[Li+].[Al+3].[N:7]([CH2:10][C:11]1[CH:19]=[C:18]2[C:14]([CH:15]=[N:16][N:17]2[CH:20]2[CH2:25][CH2:24][CH2:23][CH2:22][O:21]2)=[CH:13][CH:12]=1)=[N+]=[N-].[OH-].[Na+].C(OCC)(=O)C>C1COCC1>[NH2:7][CH2:10][C:11]1[CH:19]=[C:18]2[C:14]([CH:15]=[N:16][N:17]2[CH:20]2[CH2:25][CH2:24][CH2:23][CH2:22][O:21]2)=[CH:13][CH:12]=1 |f:0.1.2.3.4.5,7.8|. Procedure: A solution of LiAlH4 (9 mL, 9 mmol, 1.0 M) in THF was added dropwise to a yellow solution of 6-(azidomethyl)-1-(2-tetrahydropyranyl)indazole (2.4 g, 9 mmol) (101) in THF (30 mL) at 0° C. The addition time was 10 minutes, and gas came out. After stirring at 0° C. for 1 hour, NaOH (1.0 m, 1.5 mL) was added. The reaction mixture was allowed to warm to room temperature. Ethyl acetate (100 mL) was added, and the suspension was filtered through (Celite). The filter cake was washed with an addition por...